Task: describe an organic reaction: reactants, conditions, products, and yield. Dataset: the Open Reaction Database (ORD), a public repository of structured organic reaction records Reactants: BrC=1N=C(C(=NC1)OCC(CNC(C)C)O)N1CCOCC1 (5-bromo-3-morpholinyl-2-(3'-isopropylamino-2'-hydroxy-propoxy)-pyrazine), [H][H] (hydrogen). The reagents and catalysts are [Pd] (palladium on charcoal). Run in CO (methanol). Conditions: time 10 minute. Yields the product N1(CCOCC1)C=1C(=NC=CN1)OCC(CNC(C)C)O (3-Morpholinyl-2-(3'-isopropylamino-2'-hydroxy-propoxy)-pyrazine). Reaction SMILES: Br[C:2]1[N:3]=[C:4]([N:17]2[CH2:22][CH2:21][O:20][CH2:19][CH2:18]2)[C:5]([O:8][CH2:9][CH:10]([OH:16])[CH2:11][NH:12][CH:13]([CH3:15])[CH3:14])=[N:6][CH:7]=1.[H][H]>CO.[Pd]>[N:17]1([C:4]2[C:5]([O:8][CH2:9][CH:10]([OH:16])[CH2:11][NH:12][CH:13]([CH3:14])[CH3:15])=[N:6][CH:7]=[CH:2][N:3]=2)[CH2:18][CH2:19][O:20][CH2:21][CH2:22]1. Procedure details: 7.5 g of 5-bromo-3-morpholinyl-2-(3'-isopropylamino-2'-hydroxy-propoxy)-pyrazine are dissolved in 80 ml of methanol and hydrogenated in the presence of 0.4 g of palladium on charcoal (5% strength) at 20°-30° C. under normal pressure. After 10 minutes, the reaction is complete and the calculated amount of hydrogen has been taken up. The catalyst is then filtered off and the filtrate is evaporated in a waterpump vacuum. The residue is partitioned between water and ether. The aqueous phase is rende... Starting materials: OCCN1C(NC(=C1)C1=CC=CC=C1)=O (1-(2-hydroxyethyl)-4-phenyl-4-imidazolin-2-one), [H][H] (hydrogen). Reagents/catalysts: [Pd] (palladium on carbon). Solvent: C(C)O (ethanol). Yields the product OCCN1C(NC(C1)C1=CC=CC=C1)=O (1-(2-hydroxyethyl)-4-phenyl-2-imidazolidone). As a reaction SMILES: [OH:1][CH2:2][CH2:3][N:4]1[CH:8]=[C:7]([C:9]2[CH:14]=[CH:13][CH:12]=[CH:11][CH:10]=2)[NH:6][C:5]1=[O:15].[H][H]>[Pd].C(O)C>[OH:1][CH2:2][CH2:3][N:4]1[CH2:8][CH:7]([C:9]2[CH:10]=[CH:11][CH:12]=[CH:13][CH:14]=2)[NH:6][C:5]1=[O:15]. Procedure details: A slurry of 1-(2-hydroxyethyl)-4-phenyl-4-imidazolin-2-one (10.2 g.) and 10 percent palladium on carbon (1 g.) in ethanol (200 ml.) is hydrogenated in a Parr Shaker apparatus at approximately 30 psig of hydrogen for three hours. The catalyst is then filtered, washed with ethanol, and the combined filtrate and washings are concentrated to give a colorless oil which solidifies on standing to yield the title compound; m.p. 60°-63° C.